describe an organic reaction: reactants, conditions, products, and yield From a dataset of the Open Reaction Database (ORD), a public repository of structured organic reaction records. Product: N1=CC(=CC=C1)C(=O)CCC(=O)N1[C@H](C(=O)O)CCC1 (1-[3-(3-pyridylcarbonyl)propionyl]-L-proline). As a reaction SMILES: [O:1]=[C:2]([C:8]1[CH:9]=[N:10][CH:11]=[CH:12][CH:13]=1)[CH2:3][CH2:4][C:5]([OH:7])=O.[NH:14]1[CH2:21][CH2:20][CH2:19][C@H:15]1[C:16]([OH:18])=[O:17]>>[N:10]1[CH:11]=[CH:12][CH:13]=[C:8]([C:2]([CH2:3][CH2:4][C:5]([N:14]2[CH2:21][CH2:20][CH2:19][C@H:15]2[C:16]([OH:18])=[O:17])=[O:7])=[O:1])[CH:9]=1. Procedure details: As for Example 11, γ-oxo-3-pyridinebutyric acid is coupled to L-proline to give 1-[3-(3-pyridylcarbonyl)propionyl]-L-proline. The reactants are O=C(CCC(=O)O)C=1C=NC=CC1 (γ-oxo-3-pyridinebutyric acid), N1[C@H](C(=O)O)CCC1 (L-proline). Reactants: CCOC(=O)C(C)(C)Cc1c(C(=O)C(C)(C)C)c2cc(C(C)C)ccn2c1C(=O)Nc1ccc(Br)cc1, [H-], CI, [Na+], CN(C)C=O. Yields the product CCOC(=O)C(C)(C)Cc1c(C(=O)C(C)(C)C)c2cc(C(C)C)ccn2c1C(=O)N(C)c1ccc(Br)cc1. RXN SMILES: [Br:1][c:2]1[cH:3][cH:4][c:5]([NH:8][C:9](=[O:10])[c:11]2[c:12]([CH2:29][C:30]([C:31](=[O:32])[O:33][CH2:34][CH3:35])([CH3:36])[CH3:37])[c:13]([C:23]([C:24]([CH3:25])([CH3:26])[CH3:27])=[O:28])[c:14]3[cH:15][c:16]([CH:20]([CH3:21])[CH3:22])[cH:17][cH:18][n:19]23)[cH:6][cH:7]1.[H-:39].[I:40][CH3:41].[Na+:38].[O:42]=[CH:43][N:44]([CH3:45])[CH3:46]>>[Br:1][c:2]1[cH:3][cH:4][c:5]([N:8]([C:9](=[O:10])[c:11]2[c:12]([CH2:29][C:30]([C:31](=[O:32])[O:33][CH2:34][CH3:35])([CH3:36])[CH3:37])[c:13]([C:23]([C:24]([CH3:25])([CH3:26])[CH3:27])=[O:28])[c:14]3[cH:15][c:16]([CH:20]([CH3:21])[CH3:22])[cH:17][cH:18][n:19]23)[CH3:41])[cH:6][cH:7]1. Starting materials: C(CC)N1C(N(C=2NC(=NC2C1=O)C(CC)C1=CC=C(OCC(=O)O)C=C1)CCC)=O (2-[4-[1-(2,3,6,9-tetrahydro-1,3-dipropyl-2,6-dioxo-1H-purin-8-yl)propyl]phenoxy]acetic acid), CO (methanol), S(O)(O)(=O)=O (sulfuric acid). Solvent: C(C)OCC (ethyl ether). Reaction conditions: temperature 60 celsius. Product: C(CC)N1C(N(C=2NC(=NC2C1=O)C(CC)C1=CC=C(OCC(=O)OC)C=C1)CCC)=O (2-[4-[1-(2,3,6,9-Tetrahydro-1,3-dipropyl-2,6-dioxo-1H-purin-8-yl)propyl]phenoxy]acetic acid, methyl ester). As a reaction SMILES: [CH2:1]([N:4]1[C:12](=[O:13])[C:11]2[N:10]=[C:9]([CH:14]([C:17]3[CH:27]=[CH:26][C:20]([O:21][CH2:22][C:23]([OH:25])=[O:24])=[CH:19][CH:18]=3)[CH2:15][CH3:16])[NH:8][C:7]=2[N:6]([CH2:28][CH2:29][CH3:30])[C:5]1=[O:31])[CH2:2][CH3:3].S(=O)(=O)(O)O.[CH3:37]O>C(OCC)C>[CH2:1]([N:4]1[C:12](=[O:13])[C:11]2[N:10]=[C:9]([CH:14]([C:17]3[CH:18]=[CH:19][C:20]([O:21][CH2:22][C:23]([O:25][CH3:37])=[O:24])=[CH:26][CH:27]=3)[CH2:15][CH3:16])[NH:8][C:7]=2[N:6]([CH2:28][CH2:29][CH3:30])[C:5]1=[O:31])[CH2:2][CH3:3]. Reported procedure: Dissolve 2-[4-[1-(2,3,6,9-tetrahydro-1,3-dipropyl-2,6-dioxo-1H-purin-8-yl)propyl]phenoxy]acetic acid (85.6 g, 0.2 mol) in methanol (500 mL) and treat with concentrated sulfuric acid (0.5 mL). Heat to 60° C. for 16 hours, cool and reduce the solvent by 50% in vacuo. Dilute with ethyl ether (500 mL), wash with saturated sodium hydrogen carbonate, then brine. Dry (MgSO4) and evaporate the solvent in vacuo to give the title compound.